Dataset: the Open Reaction Database (ORD), a public repository of structured organic reaction records. Task: describe an organic reaction: reactants, conditions, products, and yield Starting materials: CCOc1cccc(-n2cc(C(=O)N3CCN(C(=O)OCc4ccccc4)CC3COC(C)=O)nc2-c2ccc(C)cc2)c1, CCOc1cccc(-n2cc(C(=O)N3CCN(C(=O)OCc4ccccc4)CC3CO)nc2-c2ccc(C)cc2)c1, CN(C)c1ccncc1, CC(=O)OC(C)=O, CCN(C(C)C)C(C)C, ClCCl. Product: CCOc1cccc(-n2cc(C(=O)N3CCNCC3COC(C)=O)nc2-c2ccc(C)cc2)c1. As a reaction SMILES: [C:1]([CH3:2])(=[O:3])[O:4][CH2:5][CH:6]1[CH2:7][N:8]([C:35]([O:36][CH2:37][c:38]2[cH:39][cH:40][cH:41][cH:42][cH:43]2)=[O:44])[CH2:9][CH2:10][N:11]1[C:12](=[O:13])[c:14]1[n:15][c:16](-[c:28]2[cH:29][cH:30][c:31]([CH3:34])[cH:32][cH:33]2)[n:17](-[c:19]2[cH:20][c:21]([O:25][CH2:26][CH3:27])[cH:22][cH:23][cH:24]2)[cH:18]1.[CH2:45]([O:46][c:47]1[cH:48][c:49](-[n:50]2[cH:51][c:52]([C:53]([N:54]3[CH2:55][CH2:56][N:57]([C:58]([O:59][CH2:60][c:61]4[cH:62][cH:63][cH:64][cH:65][cH:66]4)=[O:67])[CH2:68][CH:69]3[CH2:70][OH:71])=[O:72])[n:73][c:74]2-[c:75]2[cH:76][cH:77][c:78]([CH3:79])[cH:80][cH:81]2)[cH:82][cH:83][cH:84]1)[CH3:85].[CH3:105][N:106]([CH3:107])[c:108]1[cH:109][cH:110][n:111][cH:112][cH:113]1.[CH3:95][C:96]([O:97][C:98](=[O:99])[CH3:100])=[O:101].[CH:86]([N:87]([CH2:88][CH3:89])[CH:90]([CH3:91])[CH3:92])([CH3:93])[CH3:94].[Cl:102][CH2:103][Cl:104]>>[C:1]([CH3:2])(=[O:3])[O:4][CH2:5][CH:6]1[CH2:7][NH:8][CH2:9][CH2:10][N:11]1[C:12](=[O:13])[c:14]1[n:15][c:16](-[c:28]2[cH:29][cH:30][c:31]([CH3:34])[cH:32][cH:33]2)[n:17](-[c:19]2[cH:20][c:21]([O:25][CH2:26][CH3:27])[cH:22][cH:23][cH:24]2)[cH:18]1. The reactants are [OH-].[Na+] (sodium hydroxide), FC1=C(C=CC(=C1)NCC=1C=C(C(=CC1)C)C1=C(C=C(C=C1C)OCC1(CCS(CC1)(=O)=O)O)C)CCC(=O)OCC (ethyl 3-{2-fluoro-4-[({4′-[(4-hydroxy-1,1-dioxidotetrahydro-2H-thiopyran-4-yl)methoxy]-2′,6,6′-trimethylbiphenyl-3-yl}methyl)amino]phenyl}propanoate), Cl (hydrochloric acid). The solvent is CO (methanol), O1CCCC1 (tetrahydrofuran), [Cl-].[Na+].O (brine). Conditions: time 2 hour. The product is FC1=C(C=CC(=C1)NCC=1C=C(C(=CC1)C)C1=C(C=C(C=C1C)OCC1(CCS(CC1)(=O)=O)O)C)CCC(=O)O (3-{2-fluoro-4-[({4′-[(4-hydroxy-1,1-dioxidotetrahydro-2H-thiopyran-4-yl)methoxy]-2′,6,6′-trimethylbiphenyl-3-yl}methyl)amino]phenyl}propanoic acid). The yield is 58.0%. RXN SMILES: [F:1][C:2]1[CH:7]=[C:6]([NH:8][CH2:9][C:10]2[CH:11]=[C:12]([C:17]3[C:22]([CH3:23])=[CH:21][C:20]([O:24][CH2:25][C:26]4([OH:34])[CH2:31][CH2:30][S:29](=[O:33])(=[O:32])[CH2:28][CH2:27]4)=[CH:19][C:18]=3[CH3:35])[C:13]([CH3:16])=[CH:14][CH:15]=2)[CH:5]=[CH:4][C:3]=1[CH2:36][CH2:37][C:38]([O:40]CC)=[O:39].[OH-].[Na+].Cl>CO.O1CCCC1.[Cl-].[Na+].O>[F:1][C:2]1[CH:7]=[C:6]([NH:8][CH2:9][C:10]2[CH:11]=[C:12]([C:17]3[C:22]([CH3:23])=[CH:21][C:20]([O:24][CH2:25][C:26]4([OH:34])[CH2:27][CH2:28][S:29](=[O:33])(=[O:32])[CH2:30][CH2:31]4)=[CH:19][C:18]=3[CH3:35])[C:13]([CH3:16])=[CH:14][CH:15]=2)[CH:5]=[CH:4][C:3]=1[CH2:36][CH2:37][C:38]([OH:40])=[O:39] |f:1.2,6.7.8|. Procedure: To a solution of ethyl 3-{2-fluoro-4-[({4′-[(4-hydroxy-1,1-dioxidotetrahydro-2H-thiopyran-4-yl)methoxy]-2′,6,6′-trimethylbiphenyl-3-yl}methyl)amino]phenyl}propanoate (133 mg, 0.22 mmol) in a mixture of methanol (0.5 mL) and tetrahydrofuran (1 mL) was added 1 M aqueous sodium hydroxide solution (0.66 mL), and the mixture was stirred at room temperature for 2 hr. The reaction mixture was neutralized with 1 M hydrochloric acid, and brine was added. The mixture was extracted with ethyl acetate. The ... Starting materials: [BH4-].[Na+] (sodium borohydride), FC1=CC=C(C=C1)C1=NN2C(N=CC=C2)=C1C1=CC(=NC=C1)NC(C)=O (N-{4-[2-(4-fluorophenyl)pyrazolo[1,5-a]pyrimidin-3-yl]pyridin-2-yl}acetamide), O (water). The solvent is C(C)O (ethanol). The product is FC1=CC=C(C=C1)C1=NN2C(NCCC2)=C1C1=CC(=NC=C1)NC(C)=O (N-{4-[2-(4-fluorophenyl)-4,5,6,7-tetrahydropyrazolo[1,5-a]pyrimidin-3-yl]pyridin-2-yl}acetamide). The yield is 25.1%. Reaction SMILES: [F:1][C:2]1[CH:7]=[CH:6][C:5]([C:8]2[C:16]([C:17]3[CH:22]=[CH:21][N:20]=[C:19]([NH:23][C:24](=[O:26])[CH3:25])[CH:18]=3)=[C:11]3[N:12]=[CH:13][CH:14]=[CH:15][N:10]3[N:9]=2)=[CH:4][CH:3]=1.[BH4-].[Na+].O>C(O)C>[F:1][C:2]1[CH:7]=[CH:6][C:5]([C:8]2[C:16]([C:17]3[CH:22]=[CH:21][N:20]=[C:19]([NH:23][C:24](=[O:26])[CH3:25])[CH:18]=3)=[C:11]3[NH:12][CH2:13][CH2:14][CH2:15][N:10]3[N:9]=2)=[CH:4][CH:3]=1 |f:1.2|. Procedure details: To a mixture of N-{4-[2-(4-fluorophenyl)pyrazolo[1,5-a]pyrimidin-3-yl]pyridin-2-yl}acetamide (120 mg, 0.34 mmol, 1 eq) in 2 mL of ethanol is added sodium borohydride (29 mg, 0.76 mmol, 2.2 eq). The mixture is refluxed for 1 h. The mixture is then poured into water, extracted with dichloromethane (3×20 mL), dried over anhydrous magnesium sulphate, filtered and concentrated under reduced pressure. The crude material is purified by column chromatography using silica gel in heptane and ethyl acetate... Reactants: ClC1=C2N=CN(C2=NC=N1)C=1C=C(C(=O)NC2CC2)C=CC1C (3-(6-Chloro-purin-9-yl)-N-cyclopropyl-4-methyl-benzamide), C1(CCCC1)O (cyclopentanol), CN(C)C=O (DMF), solid. Run at temperature 150 celsius. Product: C1(CC1)NC(C1=CC(=C(C=C1)C)N1C2=NC=NC(=C2N=C1)OC1=CC=CC=C1)=O (N-Cyclopropyl-4-methyl-3-(6-phenoxy-purin-9-yl)-benzamide). Reaction SMILES: Cl[C:2]1[N:10]=[CH:9][N:8]=[C:7]2[C:3]=1[N:4]=[CH:5][N:6]2[C:11]1[CH:12]=[C:13]([CH:20]=[CH:21][C:22]=1[CH3:23])[C:14]([NH:16][CH:17]1[CH2:19][CH2:18]1)=[O:15].[CH:24]1([OH:29])[CH2:28][CH2:27][CH2:26][CH2:25]1.[CH3:30]N(C=O)C>>[CH:17]1([NH:16][C:14](=[O:15])[C:13]2[CH:20]=[CH:21][C:22]([CH3:23])=[C:11]([N:6]3[CH:5]=[N:4][C:3]4[C:7]3=[N:8][CH:9]=[N:10][C:2]=4[O:29][C:24]3[CH:30]=[CH:25][CH:26]=[CH:27][CH:28]=3)[CH:12]=2)[CH2:19][CH2:18]1. Reported procedure: To a solution of 3-(6-Chloro-purin-9-yl)-N-cyclopropyl-4-methyl-benzamide (Example 4B) (21 mg, 0.064 mmol) in DMF (0.2 ml) was added cyclopentanol (59 □1, 0.64 mmol). The mixture was heated with microwave at 150° C. for 30 minutes. It was cooled to RT and then purified by PTLC or HPLC to give the desired as a white solid (10 mg, 0.027 mmol, 41%). HPLC tR=2.09 min; MS m/z 386 [M+H]+.